Dataset: the Open Reaction Database (ORD), a public repository of structured organic reaction records. Task: describe an organic reaction: reactants, conditions, products, and yield Reactants: CCOc1cc(N2CCC(CCS(C)(=O)=O)CC2)c(C)cc1N, CC(C)Oc1ccc(-c2nc3ccccn3c2-c2ccnc(Cl)n2)cc1C(=O)Nc1c(F)cccc1F, Cl, OCC(F)(F)F. Yields the product CCOc1cc(N2CCC(CCS(C)(=O)=O)CC2)c(C)cc1Nc1nccc(-c2c(-c3ccc(OC(C)C)c(C(=O)Nc4c(F)cccc4F)c3)nc3ccccn23)n1. Reaction SMILES: [CH2:38]([CH3:39])[O:40][c:41]1[c:42]([NH2:43])[cH:44][c:45]([CH3:60])[c:46]([N:48]2[CH2:49][CH2:50][CH:51]([CH2:54][CH2:55][S:56](=[O:57])(=[O:58])[CH3:59])[CH2:52][CH2:53]2)[cH:47]1.[Cl:1][c:2]1[n:3][cH:4][cH:5][c:6](-[c:8]2[c:9](-[c:17]3[cH:18][cH:19][c:20]([O:34][CH:35]([CH3:36])[CH3:37])[c:21]([C:22](=[O:23])[NH:24][c:25]4[c:26]([F:32])[cH:27][cH:28][cH:29][c:30]4[F:31])[cH:33]3)[n:10][c:11]3[n:12]2[cH:13][cH:14][cH:15][cH:16]3)[n:7]1.[ClH:61].[OH:62][CH2:63][C:64]([F:65])([F:66])[F:67]>>[c:2]1([NH:43][c:42]2[c:41]([O:40][CH2:38][CH3:39])[cH:47][c:46]([N:48]3[CH2:49][CH2:50][CH:51]([CH2:54][CH2:55][S:56](=[O:57])(=[O:58])[CH3:59])[CH2:52][CH2:53]3)[c:45]([CH3:60])[cH:44]2)[n:3][cH:4][cH:5][c:6](-[c:8]2[c:9](-[c:17]3[cH:18][cH:19][c:20]([O:34][CH:35]([CH3:36])[CH3:37])[c:21]([C:22](=[O:23])[NH:24][c:25]4[c:26]([F:32])[cH:27][cH:28][cH:29][c:30]4[F:31])[cH:33]3)[n:10][c:11]3[n:12]2[cH:13][cH:14][cH:15][cH:16]3)[n:7]1. The product is [Cl-].O(C1=CC=CC=C1)CC(=O)C[P+](C1=CC=CC=C1)(C1=CC=CC=C1)C1=CC=CC=C1 (Phenoxyacetylmethyltriphenylphosphonium Chloride). Run in C(Cl)(Cl)Cl (chloroform), C(Cl)(Cl)Cl (chloroform). Reaction SMILES: [Cl:1][CH2:2][C:3]([CH2:5][O:6][C:7]1[CH:12]=[CH:11][CH:10]=[CH:9][CH:8]=1)=[O:4].[C:13]1([P:19]([C:26]2[CH:31]=[CH:30][CH:29]=[CH:28][CH:27]=2)[C:20]2[CH:25]=[CH:24][CH:23]=[CH:22][CH:21]=2)[CH:18]=[CH:17][CH:16]=[CH:15][CH:14]=1.C1C=CC=CC=1>C(Cl)(Cl)Cl>[Cl-:1].[O:6]([CH2:5][C:3]([CH2:2][P+:19]([C:20]1[CH:21]=[CH:22][CH:23]=[CH:24][CH:25]=1)([C:26]1[CH:31]=[CH:30][CH:29]=[CH:28][CH:27]=1)[C:13]1[CH:14]=[CH:15][CH:16]=[CH:17][CH:18]=1)=[O:4])[C:7]1[CH:12]=[CH:11][CH:10]=[CH:9][CH:8]=1 |f:4.5|. Conditions: time 5 minute. Procedure: 1-Chloro-3-phenoxyacetone (13 g, 0.07 mole) dissolved in 20 ml chloroform was mixed with a solution of triphenylphosphine (19.7 g, 1 eq) in 30 ml chloroform at room temperature. The mixture was swirled for 5 minutes and benzene (20 ml) was added. A white crystalline compound appeared when most of the solvents had been evaporated. The product was collected by suction and washed with benzene. Second and third crops were collected by evaporation of the washings. The total yield was 23 g (73%); subl... Reactants: C1(=CC=CC=C1)P(C1=CC=CC=C1)C1=CC=CC=C1 (triphenylphosphine), ClCC(=O)COC1=CC=CC=C1 (1-Chloro-3-phenoxyacetone), C1=CC=CC=C1 (benzene).